This data is from the Open Reaction Database (ORD), a public repository of structured organic reaction records. The task is: describe an organic reaction: reactants, conditions, products, and yield Reactants: ClC1=C(C(=C(C(=C1)F)NC(OCC)=O)F)[N+](=O)[O-] (ethyl N-(4-chloro-2,6-difluoro-3-nitrophenyl)carbamate), CO (methanol), sodium trimethylsilanoate. Run in O1CCOCC1 (dioxane). Run at temperature 65 celsius, time 3 hour. The product is ClC1=C(C(=C(C(=C1)F)NC(OCC)=O)OC)[N+](=O)[O-] (ethyl N-(4-chloro-6-fluoro-2-methoxy-3-nitrophenyl)carbamate). Isolated yield 66.8%. As a reaction SMILES: [Cl:1][C:2]1[CH:7]=[C:6]([F:8])[C:5]([NH:9][C:10](=[O:14])[O:11][CH2:12][CH3:13])=[C:4](F)[C:3]=1[N+:16]([O-:18])=[O:17].[CH3:19][OH:20]>O1CCOCC1>[Cl:1][C:2]1[CH:7]=[C:6]([F:8])[C:5]([NH:9][C:10](=[O:14])[O:11][CH2:12][CH3:13])=[C:4]([O:20][CH3:19])[C:3]=1[N+:16]([O-:18])=[O:17]. Reported procedure: Under a nitrogen atmosphere, a solution of 30.6 grams (0.109 mole) of ethyl N-(4-chloro-2,6-difluoro-3-nitrophenyl)carbamate and 18 mL (0.449 mole) of methanol in 175 mL of dioxane was stirred and 218 mL (0.218 mole) of 1M sodium trimethylsilanoate (in tetrahydrofuran) was added dropwise during a 45 minute period. Upon completion of addition, the reaction mixture was heated to 65° C. where it stirred for three hours. At the conclusion of this period, the reaction mixture was allowed to cool to a...